From a dataset of the Open Reaction Database (ORD), a public repository of structured organic reaction records. describe an organic reaction: reactants, conditions, products, and yield Reaction SMILES: [C:34]([CH3:35])([CH3:36])([CH3:37])[O:38][C:39](=[O:40])[N:41]1[CH2:42][CH2:43][CH:44]([CH2:47][C:48](=[O:49])[OH:50])[CH2:45][CH2:46]1.[ClH:1].[F:2][C:3]([c:4]1[cH:5][c:6]([N:14]([C:15](=[O:16])[N:17]([CH3:18])[CH:19]2[CH2:20][NH:21][CH2:22][CH:23]2[c:24]2[cH:25][cH:26][c:27]([F:30])[cH:28][cH:29]2)[CH3:31])[cH:7][c:8]([C:10]([F:11])([F:12])[F:13])[cH:9]1)([F:32])[F:33]>>[F:2][C:3]([c:4]1[cH:5][c:6]([N:14]([C:15](=[O:16])[N:17]([CH3:18])[CH:19]2[CH2:20][N:21]([C:48]([CH2:47][CH:44]3[CH2:43][CH2:42][N:41]([C:39]([O:38][C:34]([CH3:35])([CH3:36])[CH3:37])=[O:40])[CH2:46][CH2:45]3)=[O:49])[CH2:22][CH:23]2[c:24]2[cH:25][cH:26][c:27]([F:30])[cH:28][cH:29]2)[CH3:31])[cH:7][c:8]([C:10]([F:11])([F:12])[F:13])[cH:9]1)([F:32])[F:33]. Yields the product CN(C(=O)N(C)C1CN(C(=O)CC2CCN(C(=O)OC(C)(C)C)CC2)CC1c1ccc(F)cc1)c1cc(C(F)(F)F)cc(C(F)(F)F)c1. Starting materials: CC(C)(C)OC(=O)N1CCC(CC(=O)O)CC1, Cl, CN(C(=O)N(C)C1CNCC1c1ccc(F)cc1)c1cc(C(F)(F)F)cc(C(F)(F)F)c1.